This data is from the Open Reaction Database (ORD), a public repository of structured organic reaction records. The task is: describe an organic reaction: reactants, conditions, products, and yield Reactants: [Li+].[OH-] (LiOH), C(C)C1=NC(=CC2=CC(=C(C=C12)OC)OC)O (1-ethyl-6,7-dimethoxyisoquinolin-3-ol), C(C)C1=NC(=CC2=CC(=C(C=C12)OC)OC)O (1-Ethyl-6,7-dimethoxyisoquinolin-3-ol), Cl.C(C1=CC=CC=C1)NC1=NC2=CC=C(C=C2C=C1CCl)OC (N-benzyl-3-(chloromethyl)-6-methoxyquinolin-2-amine hydrochloride), Cl.C(C1=CC=CC=C1)NC1=NC2=CC=C(C=C2C=C1CCl)OC (N-Benzyl-3-(chloromethyl)-6-methoxyquinolin-2-amine hydrochloride). The solvent is C(Cl)Cl (CH2Cl2), C1CCOC1 (THF). Conditions: temperature 160 celsius, time 1.5 hour. The product is Cl.Cl.C(C1=CC=CC=C1)NC1=NC2=CC=C(C=C2C=C1CC1=C(N=C(C2=CC(=C(C=C12)OC)OC)CC)O)OC (4-((2-(Benzylamino)-6-methoxyquinolin-3-yl)methyl)-1-ethyl-6,7-dimethoxyisoquinolin-3-ol dihydrochloride). Yield: 9.0%. Reaction SMILES: [CH2:1]([C:3]1[C:12]2[C:7](=[CH:8][C:9]([O:15][CH3:16])=[C:10]([O:13][CH3:14])[CH:11]=2)[CH:6]=[C:5]([OH:17])[N:4]=1)[CH3:2].[ClH:18].[CH2:19]([NH:26][C:27]1[C:36]([CH2:37][Cl:38])=[CH:35][C:34]2[C:29](=[CH:30][CH:31]=[C:32]([O:39][CH3:40])[CH:33]=2)[N:28]=1)[C:20]1[CH:25]=[CH:24][CH:23]=[CH:22][CH:21]=1.[Li+].[OH-]>C1COCC1.C(Cl)Cl>[ClH:38].[ClH:18].[CH2:19]([NH:26][C:27]1[C:36]([CH2:37][C:6]2[C:7]3[C:12](=[CH:11][C:10]([O:13][CH3:14])=[C:9]([O:15][CH3:16])[CH:8]=3)[C:3]([CH2:1][CH3:2])=[N:4][C:5]=2[OH:17])=[CH:35][C:34]2[C:29](=[CH:30][CH:31]=[C:32]([O:39][CH3:40])[CH:33]=2)[N:28]=1)[C:20]1[CH:21]=[CH:22][CH:23]=[CH:24][CH:25]=1 |f:1.2,3.4,7.8.9|. Procedure: To a stirred solution of 1-ethyl-6,7-dimethoxyisoquinolin-3-ol SLA 28136 (70 mg, 0.30 mmol) in THF (10 mL) in a 20 mL microwave vial equipped with a magnetic stirrer was added N-benzyl-3-(chloromethyl)-6-methoxyquinolin-2-amine hydrochloride SLA 41008 (105 mg, 0.30 mmol) followed by a 2 N aq. LiOH (0.30 mL, 0.60 mmol) and the mixture was stirred at 160° C. for 1.5 h under microwave irradiation. After cooling to RT, the mixture was diluted with CH2Cl2:MeOH=9:1 (150 mL), washed with brine (20 mL),...